From a dataset of the Open Reaction Database (ORD), a public repository of structured organic reaction records. describe an organic reaction: reactants, conditions, products, and yield Starting materials: CC(C)O, O=C1CCC(=O)N1Cl, Cc1nc2cc(N)ccc2s1. Yields the product Cc1nc2c(Cl)c(N)ccc2s1. RXN SMILES: [CH:20]([OH:21])([CH3:22])[CH3:23].[Cl:12][N:13]1[C:14](=[O:15])[CH2:16][CH2:17][C:18]1=[O:19].[NH2:1][c:2]1[cH:3][cH:4][c:5]2[c:6]([n:7][c:8]([CH3:10])[s:9]2)[cH:11]1>>[NH2:1][c:2]1[cH:3][cH:4][c:5]2[c:6]([n:7][c:8]([CH3:10])[s:9]2)[c:11]1[Cl:12]. Yields the product NCCCNC=1N=C(C(=NC1CC)C(=O)N)NC1=CC(=C(C=C1)N1CCC(CC1)N1CCN(CC1)C)C (5-[(3-aminopropyl)amino]-6-ethyl-3-({3-methyl-4-[4-(4-methylpiperazin-1-yl)piperidin-1-yl]phenyl}amino)pyrazine-2-carboxamide). Starting materials: ClC=1N=C(C(=NC1CC)C(=O)N)NC1=CC(=C(C=C1)N1CCC(CC1)N1CCN(CC1)C)C (5-chloro-6-ethyl-3-({3-methyl-4-[4-(4-methylpiperazin-1-yl)piperidin-1-yl]phenyl}amino)pyrazine-2-carboxamide), C(CCN)N (1,3-propanediamine). Run in CN1C(CCC1)=O (N-methylpyrrolidone). Reported procedure: A mixture of 5-chloro-6-ethyl-3-({3-methyl-4-[4-(4-methylpiperazin-1-yl)piperidin-1-yl]phenyl}amino)pyrazine-2-carboxamide (200 mg), 1,3-propanediamine (177 μL), and N-methylpyrrolidone (0.8 mL) was reacted in a microwave reaction device at 190° C. for 30 minutes. The mixture was subjected to liquid separation by the addition of chloroform and a saturated aqueous sodium hydrogen carbonate solution. The organic phase was washed with saturated brine and dried over anhydrous magnesium sulfate, and ... RXN SMILES: Cl[C:2]1[N:3]=[C:4]([NH:13][C:14]2[CH:19]=[CH:18][C:17]([N:20]3[CH2:25][CH2:24][CH:23]([N:26]4[CH2:31][CH2:30][N:29]([CH3:32])[CH2:28][CH2:27]4)[CH2:22][CH2:21]3)=[C:16]([CH3:33])[CH:15]=2)[C:5]([C:10]([NH2:12])=[O:11])=[N:6][C:7]=1[CH2:8][CH3:9].[CH2:34]([NH2:38])[CH2:35][CH2:36][NH2:37]>CN1CCCC1=O>[NH2:37][CH2:36][CH2:35][CH2:34][NH:38][C:2]1[N:3]=[C:4]([NH:13][C:14]2[CH:19]=[CH:18][C:17]([N:20]3[CH2:21][CH2:22][CH:23]([N:26]4[CH2:27][CH2:28][N:29]([CH3:32])[CH2:30][CH2:31]4)[CH2:24][CH2:25]3)=[C:16]([CH3:33])[CH:15]=2)[C:5]([C:10]([NH2:12])=[O:11])=[N:6][C:7]=1[CH2:8][CH3:9]. Starting materials: OC=1C=C2CCCC(C2=CC1)=O (6-hydroxy-1-tetralone), C(C(=O)[O-])(=O)OCC (ethyl oxalate), C[Si](C)(C)[N-][Si](C)(C)C.[Li+] (lithium bis(trimethylsilyl)amide). Run in C1CCOC1 (THF). Reaction conditions: time 8 hour. The product is OC=1C=C2CCC(C(C2=CC1)=O)C(C(=O)OCC)=O (ethyl (6-hydroxy-1-oxo-1,2,3,4-tetrahydronaphthalen-2-yl)(oxo)acetate). Yield: 93.5%. RXN SMILES: [OH:1][C:2]1[CH:3]=[C:4]2[C:9](=[CH:10][CH:11]=1)[C:8](=[O:12])[CH2:7][CH2:6][CH2:5]2.[C:13]([O:18][CH2:19][CH3:20])(=[O:17])[C:14]([O-])=[O:15].C[Si]([N-][Si](C)(C)C)(C)C.[Li+]>C1COCC1>[OH:1][C:2]1[CH:3]=[C:4]2[C:9](=[CH:10][CH:11]=1)[C:8](=[O:12])[CH:7]([C:14](=[O:15])[C:13]([O:18][CH2:19][CH3:20])=[O:17])[CH2:6][CH2:5]2 |f:2.3|. Reported procedure: To 6-hydroxy-1-tetralone (10.4 g, 0.064 mol) and ethyl oxalate (17.4 mL, 0.128 mol) in THF (100 mL) was added dropwise lithium bis(trimethylsilyl)amide (1M in THF, 130 mL). The slurry was stirred overnight and a solid was filtered. The solid was dissolved in water and made acidic to pH 2.5 with 3 N HCl, precipitating a waxy solid. The waxy solid was extracted into EtOAc, dried (MgSO4), and concentrated in vacuo leaving a dark solid (15.7 g). The solid was purified by chromatography on silica gel... Yields the product CC=1OC(=CC1S(=O)(=O)N1C=CC2=C3C(=CC=C12)OCCN(C3C)C(=O)OC(C)(C)C)C (tert-butyl 8-[(2,5-dimethyl-3-furyl)sulfonyl]-1-methyl-1,3,4,8-tetrahydro-2H-[1,4]oxazepino[6,7-e]indole-2-carboxylate). The reactants are CC=1OC(=CC1S(=O)(=O)Cl)C (2,5-dimethyl-3-furansulfonyl chloride), CC1N(CCOC=2C1=C1C=CNC1=CC2)C(=O)OC(C)(C)C (tert-butyl 1-methyl-1,3,4,8-tetrahydro-2H-[1,4]oxazepino[6,7-e]indole-2-carboxylate), CC1N(CCOC=2C1=C1C=CNC1=CC2)C(=O)OC(C)(C)C (tert-butyl 1-methyl-1,3,4,8-tetrahydro-2H-[1,4]oxazepino[6,7-e]indole-2-carboxylate), [H-].[Na+] (sodium hydride). RXN SMILES: [CH3:1][CH:2]1[C:8]2=[C:9]3[C:13](=[CH:14][CH:15]=[C:7]2[O:6][CH2:5][CH2:4][N:3]1[C:16]([O:18][C:19]([CH3:22])([CH3:21])[CH3:20])=[O:17])[NH:12][CH:11]=[CH:10]3.[H-].[Na+].[CH3:25][C:26]1[O:27][C:28]([CH3:35])=[CH:29][C:30]=1[S:31](Cl)(=[O:33])=[O:32]>CN(C=O)C>[CH3:25][C:26]1[O:27][C:28]([CH3:35])=[CH:29][C:30]=1[S:31]([N:12]1[C:13]2[C:9](=[C:8]3[CH:2]([CH3:1])[N:3]([C:16]([O:18][C:19]([CH3:21])([CH3:20])[CH3:22])=[O:17])[CH2:4][CH2:5][O:6][C:7]3=[CH:15][CH:14]=2)[CH:10]=[CH:11]1)(=[O:33])=[O:32] |f:1.2|. Reported procedure: tert-Butyl 1-methyl-1,3,4,8-tetrahydro-2H-[1,4]oxazepino[6,7-e]indole-2-carboxylate (Intermediate 42, 25 mg, 0.083 mmol) was dissolved in DMF (1 mL) and sodium hydride (60% in mineral oil, 4.0 mg, 0.17 mmol) was added. The reaction mixture was stirred at room temperature for 15 minutes before 2,5-dimethyl-3-furansulfonyl chloride (22 mg, 0.11 mmol) was added. The reaction mixture was allowed to stir at room temperature overnight. The reaction was quenched by addition of water and the crude produ... Run in CN(C)C=O (DMF). Reaction conditions: time 8 hour. The yield is 49.7%. The reactants are O=[Mn]=O, CCOC(=O)c1cc(C(=O)OCC)cc(C(C)O)c1. Yields the product CCOC(=O)c1cc(C(C)=O)cc(C(=O)OCC)c1. As a reaction SMILES: [O:20]=[Mn:21]=[O:22].[OH:1][CH:2]([CH3:3])[c:4]1[cH:5][c:6]([C:15](=[O:16])[O:17][CH2:18][CH3:19])[cH:7][c:8]([C:9](=[O:10])[O:11][CH2:12][CH3:13])[cH:14]1>>[O:1]=[C:2]([CH3:3])[c:4]1[cH:5][c:6]([C:15](=[O:16])[O:17][CH2:18][CH3:19])[cH:7][c:8]([C:9](=[O:10])[O:11][CH2:12][CH3:13])[cH:14]1.